Dataset: the Open Reaction Database (ORD), a public repository of structured organic reaction records. Task: describe an organic reaction: reactants, conditions, products, and yield Starting materials: CCO, Nc1[nH]nc(CCCO)c1-c1nc2ccccc2s1, N, Nc1[nH]nc(CCCBr)c1-c1nc2ccccc2s1. The product is NCCCc1n[nH]c(N)c1-c1nc2ccccc2s1. Reaction SMILES: [CH3:40][CH2:41][OH:42].[NH2:20][c:21]1[nH:22][n:23][c:24]([CH2:25][CH2:26][CH2:27][OH:28])[c:29]1-[c:30]1[s:31][c:32]2[cH:33][cH:34][cH:35][cH:36][c:37]2[n:38]1.[NH3:39].[s:1]1[c:2](-[c:10]2[c:11]([NH2:19])[nH:12][n:13][c:14]2[CH2:15][CH2:16][CH2:17][Br:18])[n:3][c:4]2[c:5]1[cH:6][cH:7][cH:8][cH:9]2>>[s:1]1[c:2](-[c:10]2[c:11]([NH2:19])[nH:12][n:13][c:14]2[CH2:15][CH2:16][CH2:17][NH2:20])[n:3][c:4]2[c:5]1[cH:6][cH:7][cH:8][cH:9]2. Starting materials: FC(F)(F)c1ccc(Br)cc1, OC1CCNC1. The product is OC1CCN(c2ccc(C(F)(F)F)cc2)C1. Reaction SMILES: [F:1][C:2]([c:3]1[cH:4][cH:5][c:6]([Br:9])[cH:7][cH:8]1)([F:10])[F:11].[OH:12][CH:13]1[CH2:14][NH:15][CH2:16][CH2:17]1>>[F:1][C:2]([c:3]1[cH:4][cH:5][c:6]([N:15]2[CH2:14][CH:13]([OH:12])[CH2:17][CH2:16]2)[cH:7][cH:8]1)([F:10])[F:11].